From a dataset of the Open Reaction Database (ORD), a public repository of structured organic reaction records. describe an organic reaction: reactants, conditions, products, and yield Starting materials: ClC=1C=C(C=CC1SC=1N(C=CN1)C)NC1=C(C=NC2=CC(=C(C=C12)OCCOC)F)C#N (4-({3-chloro-4-[(1-methyl-1H-imidazol-2-yl)sulfanyl]phenyl}amino)-7-fluoro-6-(2-methoxyethoxy)-3-quinolinecarbonitrile), C(C)N1CCN(CC1)CCCO (1-ethyl-4-(3-hydroxypropyl)piperazine). The product is ClC=1C=C(C=CC1SC=1N(C=CN1)C)NC1=C(C=NC2=CC(=C(C=C12)OCCOC)OCCCN1CCN(CC1)CC)C#N (4-({3-chloro-4-[(1-methyl-1H-imidazol-2-yl)sulfanyl]phenyl}amino)-7-[3-(4-ethyl-1-piperazinyl)propoxy]-6-(2-methoxyethoxy)-3-quinolinecarbonitrile). Yield: 39.3%. Reaction SMILES: [Cl:1][C:2]1[CH:3]=[C:4]([NH:15][C:16]2[C:25]3[C:20](=[CH:21][C:22](F)=[C:23]([O:26][CH2:27][CH2:28][O:29][CH3:30])[CH:24]=3)[N:19]=[CH:18][C:17]=2[C:32]#[N:33])[CH:5]=[CH:6][C:7]=1[S:8][C:9]1[N:10]([CH3:14])[CH:11]=[CH:12][N:13]=1.[CH2:34]([N:36]1[CH2:41][CH2:40][N:39]([CH2:42][CH2:43][CH2:44][OH:45])[CH2:38][CH2:37]1)[CH3:35]>>[Cl:1][C:2]1[CH:3]=[C:4]([NH:15][C:16]2[C:25]3[C:20](=[CH:21][C:22]([O:45][CH2:44][CH2:43][CH2:42][N:39]4[CH2:38][CH2:37][N:36]([CH2:34][CH3:35])[CH2:41][CH2:40]4)=[C:23]([O:26][CH2:27][CH2:28][O:29][CH3:30])[CH:24]=3)[N:19]=[CH:18][C:17]=2[C:32]#[N:33])[CH:5]=[CH:6][C:7]=1[S:8][C:9]1[N:10]([CH3:14])[CH:11]=[CH:12][N:13]=1. Procedure details: Following the procedure of Example 15, 4-({3-chloro-4-[(1-methyl-1H-imidazol-2-yl)sulfanyl]phenyl}amino)-7-fluoro-6-(2-methoxyethoxy)-3-quinolinecarbonitrile (300 mg, 0.62 mmol) and 1-ethyl-4-(3-hydroxypropyl)piperazine (540 mg, 3.1 mmol) provides 155 mg of 4-({3-chloro-4-[(1-methyl-1H-imidazol-2-yl)sulfanyl]phenyl}amino)-7-[3-(4-ethyl-1-piperazinyl)propoxy]-6-(2-methoxyethoxy)-3-quinolinecarbonitrile, mp 188-190° C. Reactants: CNC(=O)OCCCC\C=C/C[C@H]1[C@H](C[C@H]([C@@H]1\C=C\[C@H](CCCCC)OC1OCCCC1)OC1OCCCC1)O[Si](CC1=CC=CC=C1)(CC1=CC=CC=C1)CC1=CC=CC=C1 ((5Z,13E)-(8R,9S,11R,12R,15S)-1-(N-methylcarbamoyloxy)-11,15-bis(tetrahydropyran-2-yloxy)-9-tribenzylsilyloxy-5,13-prostadiene). The solvent is C(C)(=O)O.O.O1CCCC1 (acetic acid water tetrahydrofuran). Product: CNC(=O)OCCCC\C=C/C[C@H]1[C@H](C[C@H]([C@@H]1\C=C\[C@H](CCCCC)O)O)O ((5Z,13E)-(8R,9S,11R,15S)-1-(N-Methylcarbamoyloxy)-5,13-prostadiene-9,11,15-triol). RXN SMILES: [CH3:1][NH:2][C:3]([O:5][CH2:6][CH2:7][CH2:8][CH2:9]/[CH:10]=[CH:11]\[CH2:12][C@@H:13]1[C@@H:17](/[CH:18]=[CH:19]/[C@@H:20]([O:26]C2CCCCO2)[CH2:21][CH2:22][CH2:23][CH2:24][CH3:25])[C@H:16]([O:33]C2CCCCO2)[CH2:15][C@@H:14]1[O:40][Si](CC1C=CC=CC=1)(CC1C=CC=CC=1)CC1C=CC=CC=1)=[O:4]>C(O)(=O)C.O.O1CCCC1>[CH3:1][NH:2][C:3]([O:5][CH2:6][CH2:7][CH2:8][CH2:9]/[CH:10]=[CH:11]\[CH2:12][C@@H:13]1[C@@H:17](/[CH:18]=[CH:19]/[C@@H:20]([OH:26])[CH2:21][CH2:22][CH2:23][CH2:24][CH3:25])[C@H:16]([OH:33])[CH2:15][C@@H:14]1[OH:40])=[O:4] |f:1.2.3|. Reported procedure: At 50°, 250 mg. of (5Z,13E)-(8R,9S,11R,12R,15S)-1-(N-methylcarbamoyloxy)-11,15-bis(tetrahydropyran-2-yloxy)-9-tribenzylsilyloxy-5,13-prostadiene was stirred for 5 hours in 15 ml. of a mixture of glacial acetic acid/water/tetrahydrofuran (65/35/10). The mixture was evaporated under vacuum and the residue purified by chromatography on silica gel with ether/dioxane (7+3), thus obtaining 105 mg. of the title compound as a colorless oil. Starting materials: CC(C)C(CC)O (2-Methyl-pentan-3-ol), CC(C(=O)O)=CC (2-methyl-but-2-enoic acid), CC=1C=CC(=CC1)S(=O)(=O)O (PTSA), 2-L. Run in C1(=CC=CC=C1)C (toluene). Run at temperature 120 celsius. The product is C(C)C(C(C)C)OC(C(=CC)C)=O (2-methyl-but-2-enoic acid 1-ethyl-2-methyl-propyl ester). The yield is 44.0%. RXN SMILES: [CH3:1][CH:2]([CH:4]([OH:7])[CH2:5][CH3:6])[CH3:3].[CH3:8][C:9](=[CH:13][CH3:14])[C:10](O)=[O:11].CC1C=CC(S(O)(=O)=O)=CC=1>C1(C)C=CC=CC=1>[CH2:5]([CH:4]([O:7][C:10](=[O:11])[C:9]([CH3:8])=[CH:13][CH3:14])[CH:2]([CH3:3])[CH3:1])[CH3:6]. Procedure: 2-Methyl-pentan-3-ol (prepared as above in EXAMPLE I) (153 g), 2-methyl-but-2-enoic acid (100 g), toluene (200 mL), and PTSA (8 g) were charged into to 2-L reaction flask fitted with a Dean-Stark trap. The reaction mixture was heated to reflux at about 120° C. Water was removed. The reaction mixture was aged at reflux for about 13-14 hours till GC analysis showed completion of the reaction. The resulting reaction mixture was washed sequentially with sodium bicarbonate and brine, and further puri... The reactants are C(C)N1C(=NC2=C1C=CC=C2[N+](=O)[O-])C (1-ethyl-2-methyl-4-nitrobenzimidazole), C1CC(=O)N(C1=O)Br (NBS), CC(C)(C#N)N=NC(C)(C)C#N (AIBN). Run in C(Cl)(Cl)(Cl)Cl (carbon tetrachloride). Run at temperature 90 celsius. Product: C(C)N1C(=NC2=C1C=CC=C2[N+](=O)[O-])CBr (1-ethyl-2-bromomethyl-4-nitrobenzimidazole). Yield: 54.3%. RXN SMILES: [CH2:1]([N:3]1[C:7]2[CH:8]=[CH:9][CH:10]=[C:11]([N+:12]([O-:14])=[O:13])[C:6]=2[N:5]=[C:4]1[CH3:15])[CH3:2].C1C(=O)N([Br:23])C(=O)C1.CC(N=NC(C#N)(C)C)(C#N)C>C(Cl)(Cl)(Cl)Cl>[CH2:1]([N:3]1[C:7]2[CH:8]=[CH:9][CH:10]=[C:11]([N+:12]([O-:14])=[O:13])[C:6]=2[N:5]=[C:4]1[CH2:15][Br:23])[CH3:2]. Reported procedure: To a solution of 0.216 g (1.05 mmol) 1-ethyl-2-methyl-4-nitrobenzimidazole, 50 mL carbon tetrachloride and 0.375 g (2.11 mmol) NBS, was added 50 mg of AIBN. The reaction mixture was heated to 90° C. for five hours and the solution was cooled to room temperature. The solution was concentrated under reduced pressure and the resulting oil was chromatographed on silica to yield 0.16 g (0.57 mmol, 54%) of a light yellow oil. Reactants: c1ccc(COc2ccc3c(c2)CCN(C2CCCC2)CC3)cc1, CS(C)=O. Product: Oc1ccc2c(c1)CCN(C1CCCC1)CC2. As a reaction SMILES: [CH2:1]([c:2]1[cH:3][cH:4][cH:5][cH:6][cH:7]1)[O:8][c:9]1[cH:10][c:11]2[c:12]([cH:23][cH:24]1)[CH2:13][CH2:14][N:15]([CH:18]1[CH2:19][CH2:20][CH2:21][CH2:22]1)[CH2:16][CH2:17]2.[CH3:25][S:26]([CH3:27])=[O:28]>>[OH:8][c:9]1[cH:10][c:11]2[c:12]([cH:23][cH:24]1)[CH2:13][CH2:14][N:15]([CH:18]1[CH2:19][CH2:20][CH2:21][CH2:22]1)[CH2:16][CH2:17]2.